Task: describe an organic reaction: reactants, conditions, products, and yield. Dataset: the Open Reaction Database (ORD), a public repository of structured organic reaction records Reaction SMILES: [NH2:1][CH:2]1[NH:6][C:5](=[O:7])[CH2:4][S:3]1.[OH:8][C:9]1[CH:10]=[C:11]([CH:14]=[C:15]([N+:18]([O-:20])=[O:19])[C:16]=1[OH:17])[CH:12]=O.N1CCCCC1>C(O)(=O)C>[OH:8][C:9]1[CH:10]=[C:11]([CH:12]=[C:4]2[S:3][CH:2]([NH2:1])[NH:6][C:5]2=[O:7])[CH:14]=[C:15]([N+:18]([O-:20])=[O:19])[C:16]=1[OH:17]. Procedure: A solution containing 0.58 g (0.005 mol) of 2-aminothiazolidin-4-one, 0.92 g (0.005 mol) of 3,4-dihydroxy-5-nitrobenzaldehyde and 0.05 ml of piperidine in 5 ml of acetic acid was heated for 24 h at 100° C. The product was filtered and washed with ethanol. Yield 1.2 g (86%), mp 250° C. (decomp.). The solvent is C(C)(=O)O (acetic acid). Reactants: NC1SCC(N1)=O (2-aminothiazolidin-4-one), OC=1C=C(C=O)C=C(C1O)[N+](=O)[O-] (3,4-dihydroxy-5-nitrobenzaldehyde), N1CCCCC1 (piperidine). The product is OC=1C=C(C=C(C1O)[N+](=O)[O-])C=C1C(NC(S1)N)=O (5-[(3,4-Dihydroxy-5-nitrophenyl)methylidene]-2-aminothiazolidin-4-one). Conditions: temperature 100 celsius. Reactants: CO[C@@H]1[C@@H]([C@H]([C@@H]([C@H](O1)CO)O)O)O (methyl-α-D-glucopyranoside), [H-].[Na+] (sodium hydride), C(C1=CC=CC=C1)Cl (benzyl chloride), carbohydrate. Reaction conditions: temperature 115 celsius. Product: CO[C@H]1[C@@H]([C@H]([C@@H]([C@H](O1)CO)O)O)O (methyl-β-D-glucopyranoside). The yield is 148.1%. As a reaction SMILES: [CH3:1][O:2][C@H:3]1[O:8][C@H:7]([CH2:9][OH:10])[C@@H:6]([OH:11])[C@H:5]([OH:12])[C@H:4]1[OH:13].[H-].[Na+].C(Cl)C1C=CC=CC=1>>[CH3:1][O:2][C@@H:3]1[O:8][C@H:7]([CH2:9][OH:10])[C@@H:6]([OH:11])[C@H:5]([OH:12])[C@H:4]1[OH:13] |f:1.2|. Procedure details: A general procedure according to S. Koto et al. (Bull. Chem. Soc. Japan, (1976), 49:2939-40) was followed. A suspension of methyl-α-D-glucopyranoside (Aldrich, 5.02 g, 0.0259 mol), sodium hydride (Aldrich, 4.31 g, 0.1796 mol) and benzyl chloride (Aldrich, 125 ml, 25:1 (v/w) vs carbohydrate) was stirred vigorously and heated to a bath temperature of 115° C. whereupon the gray reaction mixture thickened and an exotherm occurred. The reaction mixture reached 135° C. and turned into a thin, yellowis... Reactants: O(C1=CC=CC=C1)C1=CC=C(C=C1)O (4-(Phenoxy)phenol), CC(C)([O-])C.[K+] (potassium t-butoxide), C1CCOC1 (THF), CI (Methyl iodide). Reaction conditions: time 18 hour. Yields the product O(C1=CC=CC=C1)COC1=CC=CC=C1 (4-(Phenoxy)methoxybenzene). Reaction SMILES: [O:1]([C:8]1C=CC(O)=CC=1)[C:2]1[CH:7]=[CH:6][CH:5]=[CH:4][CH:3]=1.[CH3:15][C:16](C)([O-:18])[CH3:17].[K+].CI.[CH2:23]1[CH2:27]OC[CH2:24]1>>[O:18]([CH2:8][O:1][C:2]1[CH:3]=[CH:4][CH:5]=[CH:6][CH:7]=1)[C:16]1[CH:17]=[CH:27][CH:23]=[CH:24][CH:15]=1 |f:1.2|. Reported procedure: 4-(Phenoxy)phenol (9.31 g, 50 mmol) in THF (100 mL) was treated with potassium t-butoxide (6.17 g, 55 mmol) at room temperature for 10 min. Methyl iodide (7.87 g, 55 mmol) was added by syringe. After stirring for 18 h at room temperature the reaction was quenched with saturated ammonium chloride solution and diluted with ethyl ether. The separated organic layer was washed with saturated ammonium chloride solution, dried with magnesium sulfate, filtered and concentrated to give 9.98 g of the titl... The reactants are CC(=O)c1ccccc1, CO, NO, [Na+], [OH-], O=S(=O)(O)O, O=S(=O)(O)O. Product: CC(=NO)c1ccccc1. RXN SMILES: [CH3:10][C:11](=[O:12])[c:13]1[cH:14][cH:15][cH:16][cH:17][cH:18]1.[CH3:24][OH:25].[NH2:6][OH:7].[Na+:9].[OH-:8].[S:19](=[O:20])(=[O:21])([OH:22])[OH:23].[S:1]([OH:2])([OH:3])(=[O:4])=[O:5]>>[N:6]([OH:7])=[C:11]([CH3:10])[c:13]1[cH:14][cH:15][cH:16][cH:17][cH:18]1. Reactants: C[O-], CO, COc1cc([N+](=O)[O-])c(NC(C)=O)cc1Cl, [Na+], O. The product is COc1cc([N+](=O)[O-])c(N)cc1Cl. As a reaction SMILES: [CH3:17][O-:18].[CH3:21][OH:22].[Cl:1][c:2]1[c:3]([O:15][CH3:16])[cH:4][c:5]([N+:12](=[O:13])[O-:14])[c:6]([NH:8][C:9](=[O:10])[CH3:11])[cH:7]1.[Na+:19].[OH2:20]>>[Cl:1][c:2]1[c:3]([O:15][CH3:16])[cH:4][c:5]([N+:12](=[O:13])[O-:14])[c:6]([NH2:8])[cH:7]1. The reactants are FC(OC1=CC=C(C=C1)N1N=C(N=C1)C1=CC=C(C=C1)CCCN1C(C2=CC=CC=C2C1=O)=O)(F)F (2-(3-(4-(1-(4-(trifluoromethoxy)phenyl)-1H-1,2,4-triazol-3-yl)phenyl)propyl) isoindoline-1,3-dione), O.NN (Hydrazine hydrate). Run in CO (methanol), ClCCl (dichloromethane). Run at temperature 70 celsius, time 3 hour. The product is FC(OC1=CC=C(C=C1)N1N=C(N=C1)C1=CC=C(C=C1)CCCN)(F)F (3-(4-(1-(4-(trifluoromethoxy)phenyl)-1H-1,2,4-triazol-3-yl)phenyl)propan-1-amine). Yield: 86.9%. Reaction SMILES: [F:1][C:2]([F:36])([F:35])[O:3][C:4]1[CH:9]=[CH:8][C:7]([N:10]2[CH:14]=[N:13][C:12]([C:15]3[CH:20]=[CH:19][C:18]([CH2:21][CH2:22][CH2:23][N:24]4C(=O)C5C(=CC=CC=5)C4=O)=[CH:17][CH:16]=3)=[N:11]2)=[CH:6][CH:5]=1.O.NN>CO.ClCCl>[F:36][C:2]([F:1])([F:35])[O:3][C:4]1[CH:5]=[CH:6][C:7]([N:10]2[CH:14]=[N:13][C:12]([C:15]3[CH:20]=[CH:19][C:18]([CH2:21][CH2:22][CH2:23][NH2:24])=[CH:17][CH:16]=3)=[N:11]2)=[CH:8][CH:9]=1 |f:1.2|. Procedure details: In a 100 mL flask, 2-(3-(4-(1-(4-(trifluoromethoxy)phenyl)-1H-1,2,4-triazol-3-yl)phenyl)propyl) isoindoline-1,3-dione (2.50 g, 5.08 mmol) was diluted with methanol (25 mL). Hydrazine hydrate (0.740 mL, 15.2 mmol) was added and the reaction mixture was heated to 70° C. and stirred for 3 hours. The reaction mixture was cooled to room temperature, diluted with dichloromethane and washed with sodium hydroxide (1 N). The aqueous layer was further extracted with dichloromethane. The combined organics ... Reactants: 3000-l, C(C)(=O)O (acetic acid), OS(=O)(=O)O.O=S(=O)=O (oleum), C(C1=CC=C(C(=O)O)C=C1)(=O)O (terephthalic acid), O1COCOC1 (1,3,5-trioxane). Solvent: O (water), O (water). Conditions: temperature 131.5 celsius. The product is C(=O)(O)C=1C=C2COC(=O)C2=CC1 (5-carboxyphthalide). Reaction SMILES: OS(O)(=O)=O.O=S(=O)=O.[C:10]([OH:21])(=[O:20])[C:11]1[CH:19]=[CH:18][C:14]([C:15]([OH:17])=[O:16])=[CH:13][CH:12]=1.O1COCO[CH2:23]1.C(O)(=O)C>O>[C:15]([C:14]1[CH:18]=[C:19]2[C:11](=[CH:12][CH:13]=1)[C:10](=[O:21])[O:20][CH2:23]2)([OH:17])=[O:16] |f:0.1|. Reported procedure: In a 3000-l glass lined reactor, 550 Kg of oleum containing 25% of SO3 are charged under vacuum and good aspiration, then, consecutively, under stirring, 56 Kg of terephthalic acid at 20-23° C. and 26 Kg of 1,3,5-trioxane at 15-20° C. are added thereinto. The reactor is heated at 130-133° C. for 4 hours, then the mixture is cooled to 20-23° C. and 118 Kg of glacial acetic acid are couled portionwise thereinto at a temperature not higher than 25° C. At the end of this operation, 1000 Kg of water ... Run at time 16 hour. Isolated yield 104.3%. Yields the product C(C)OC(C(CCC1=CC=CC=C1)SCC(=O)O)=O (2-carboxymethylthio-4-phenyl-butyric acid ethyl ester). As a reaction SMILES: [CH2:1]([O:3][C:4](=[O:23])[CH:5]([S:14][CH2:15][C:16]([O:18]C(C)(C)C)=[O:17])[CH2:6][CH2:7][C:8]1[CH:13]=[CH:12][CH:11]=[CH:10][CH:9]=1)[CH3:2].FC(F)(F)C(O)=O>ClCCl>[CH2:1]([O:3][C:4](=[O:23])[CH:5]([S:14][CH2:15][C:16]([OH:18])=[O:17])[CH2:6][CH2:7][C:8]1[CH:13]=[CH:12][CH:11]=[CH:10][CH:9]=1)[CH3:2]. Procedure: 5.6 g (16.5 mmol) of 2-tert-butyloxycarbonylmethylthio-4-phenyl-butyric acid ethyl ester are placed at room temperature in 60 ml of dichloromethane. 3.8 ml (49.6 mmol) of trifluoro-acetic acid are added and the mixture is stirred for 16 hours at room temperature, then a further 3.8 ml of trifluoroacetic acid is added and the mixture is stirred for 24 hours at room temperature and then washed in succession with 25 ml of water and 25 ml of saturated sodium chloride solution. The aqueous phases are... The reactants are C(C)OC(C(CCC1=CC=CC=C1)SCC(=O)OC(C)(C)C)=O (2-tert-butyloxycarbonylmethylthio-4-phenyl-butyric acid ethyl ester), FC(C(=O)O)(F)F (trifluoro-acetic acid), FC(C(=O)O)(F)F (trifluoroacetic acid). Run in ClCCl (dichloromethane).